This data is from the Open Reaction Database (ORD), a public repository of structured organic reaction records. The task is: describe an organic reaction: reactants, conditions, products, and yield Reactants: [Cl-], Cl[Cu]Cl, Oc1ccccc1, O=C(O)C=C(C=CC(=O)Oc1ccccc1)Oc1ccccc1, c1ccncc1. Yields the product O=C(O)C=CC=CC(=O)Oc1ccccc1. As a reaction SMILES: [Cl-:1].[Cu:38]([Cl:39])[Cl:40].[OH:2][c:3]1[cH:4][cH:5][cH:6][cH:7][cH:8]1.[c:9]1([O:15][C:16]([CH:17]=[CH:18][C:19](=[CH:20][C:21](=[O:22])[OH:23])[O:24][c:25]2[cH:26][cH:27][cH:28][cH:29][cH:30]2)=[O:31])[cH:10][cH:11][cH:12][cH:13][cH:14]1.[cH:32]1[cH:33][cH:34][n:35][cH:36][cH:37]1>>[c:9]1([O:15][C:16]([CH:17]=[CH:18][CH:19]=[CH:20][C:21](=[O:22])[OH:23])=[O:31])[cH:10][cH:11][cH:12][cH:13][cH:14]1. Starting materials: O=C([O-])O, [Li]CCCC, CCCCCC, CCO, CC1(C)CCCC(C)(C)N1, CCC=O, COc1ccc(Cl)nn1, CCC(O)c1cc(OC)nnc1Cl, Cl, [Na+], C1CCOC1. The product is CCC(O)c1cc(Cl)nnc1OC. Reaction SMILES: [C:30](=[O:31])([OH:32])[O-:33].[CH2:1]([Li:2])[CH2:3][CH2:4][CH3:5].[CH3:48][CH2:49][CH2:50][CH2:51][CH2:52][CH3:53].[CH3:59][CH2:60][OH:61].[CH3:6][C:7]1([CH3:8])[CH2:9][CH2:10][CH2:11][C:12]([CH3:13])([CH3:14])[NH:15]1.[CH:25]([CH2:26][CH3:27])=[O:28].[Cl:16][c:17]1[n:18][n:19][c:20]([O:23][CH3:24])[cH:21][cH:22]1.[Cl:35][c:36]1[n:37][n:38][c:39]([O:40][CH3:41])[cH:42][c:43]1[CH:44]([OH:45])[CH2:46][CH3:47].[ClH:29].[Na+:34].[O:54]1[CH2:55][CH2:56][CH2:57][CH2:58]1>>[Cl:16][c:17]1[n:18][n:19][c:20]([O:23][CH3:24])[c:21]([CH:25]([CH2:26][CH3:27])[OH:28])[cH:22]1. Reactants: CS(C)=O, C[S+](C)(C)=O, [H-], [I-], [Na+], CC(C)(C)OC(=O)N1CCC(=O)CC1, O. Product: CC(C)(C)OC(=O)N1CCC2(CC1)CO2. Reaction SMILES: [CH3:24][S:25]([CH3:26])=[O:27].[CH3:2][S+:3]([CH3:4])([CH3:5])=[O:6].[H-:7].[I-:1].[Na+:8].[O:9]=[C:10]1[CH2:11][CH2:12][N:13]([C:16](=[O:17])[O:18][C:19]([CH3:20])([CH3:21])[CH3:22])[CH2:14][CH2:15]1.[OH2:23]>>[CH2:2]1[O:9][C:10]12[CH2:11][CH2:12][N:13]([C:16](=[O:17])[O:18][C:19]([CH3:20])([CH3:21])[CH3:22])[CH2:14][CH2:15]2. Reactants: COC(CN)OC (2,2-dimethoxyethylamine), BrCC(=O)OCC (ethyl bromoacetate). Yields the product C(C)OC(CNCC(OC)OC)=O (N-(2,2-dimethoxyethyl)glycine ethyl ester). RXN SMILES: [CH3:1][O:2][CH:3]([O:6][CH3:7])[CH2:4][NH2:5].Br[CH2:9][C:10]([O:12][CH2:13][CH3:14])=[O:11]>>[CH2:13]([O:12][C:10](=[O:11])[CH2:9][NH:5][CH2:4][CH:3]([O:6][CH3:7])[O:2][CH3:1])[CH3:14]. Procedure: The title compound was synthesized by the method of Example 4 starting with 2,2-dimethoxyethylamine and ethyl bromoacetate. Reactants: O.O.O.[F-].C(CCC)[N+](CCCC)(CCCC)CCCC (Tetrabutylammonium fluoride trihydrate), C1CCOC1 (THF), N1=CC=CC=C1 (pyridine), C(C)(=O)OC(C)=O (acetic anhydride). Run in compound. Reaction conditions: time 1 hour. The product is COC(=O)C1=CN(C2=CC=C(C=C12)F)[C@H]1C=C[C@H](C1)OC(C)=O (1-((4S,1R)-4-Acetoxy-cyclopent-2-enyl)-5-fluoro-indole-3-carboxylic acid methyl ester). Isolated yield 96.0%. Reaction SMILES: [OH2:1].O.O.[F-:4].C([N+:9]([CH2:18][CH2:19][CH2:20][CH3:21])([CH2:14][CH2:15][CH2:16][CH3:17])[CH2:10][CH2:11][CH2:12]C)CCC.N1C=CC=CC=1.[C:28]([O:31][C:32](=O)[CH3:33])(=[O:30])[CH3:29].C1[CH2:39][O:38][CH2:37]C1>>[CH3:37][O:38][C:39]([C:19]1[C:20]2[C:14](=[CH:15][CH:16]=[C:17]([F:4])[CH:21]=2)[N:9]([C@@H:10]2[CH2:33][C@H:32]([O:31][C:28](=[O:30])[CH3:29])[CH:12]=[CH:11]2)[CH:18]=1)=[O:1] |f:0.1.2.3.4|. Reported procedure: In a flask was dissolved the compound obtained in Example 3a) (6.1 g, 15.7 mmol), in THF (70 mL). Tetrabutylammonium fluoride trihydrate (9.0 g, 28.5 mmol) was added and the flask was sealed, and stirred at room temperature for 1 hour. The solution was cooled on ice and pyridine (100 mL), and acetic anhydride (50 mL) was added. The ice bath was removed after 30 minutes, and the mixture was stirred at room temperature for another 3 hours. The volatiles were removed in vaccuo and the residue was t...